describe an organic reaction: reactants, conditions, products, and yield From a dataset of the Open Reaction Database (ORD), a public repository of structured organic reaction records. Starting materials: CC(C)(C)C(=O)Cl, [Li]CCCC, CCCCCC, CCOCC, [Cl-], [NH4+], C1CCOC1, OC1(c2ccccc2)CCN(CCC2COc3ccccc3O2)CC1. Yields the product Cl, CC(C)(C)C(=O)OC1(c2ccccc2)CCN(CCC2COc3ccccc3O2)CC1. As a reaction SMILES: [C:31]([C:32]([CH3:33])([CH3:34])[CH3:35])(=[O:36])[Cl:37].[CH2:26]([Li:27])[CH2:28][CH2:29][CH3:30].[CH3:45][CH2:46][CH2:47][CH2:48][CH2:49][CH3:50].[CH3:51][CH2:52][O:53][CH2:54][CH3:55].[Cl-:38].[NH4+:39].[O:40]1[CH2:41][CH2:42][CH2:43][CH2:44]1.[OH:1][C:2]1([c:20]2[cH:21][cH:22][cH:23][cH:24][cH:25]2)[CH2:3][CH2:4][N:5]([CH2:8][CH2:9][CH:10]2[CH2:11][O:12][c:13]3[c:14]([cH:16][cH:17][cH:18][cH:19]3)[O:15]2)[CH2:6][CH2:7]1>>[ClH:37].[O:1]([C:2]1([c:20]2[cH:21][cH:22][cH:23][cH:24][cH:25]2)[CH2:3][CH2:4][N:5]([CH2:8][CH2:9][CH:10]2[CH2:11][O:12][c:13]3[c:14]([cH:16][cH:17][cH:18][cH:19]3)[O:15]2)[CH2:6][CH2:7]1)[C:31]([C:32]([CH3:33])([CH3:34])[CH3:35])=[O:36].